This data is from the Open Reaction Database (ORD), a public repository of structured organic reaction records. The task is: describe an organic reaction: reactants, conditions, products, and yield The reactants are C(Cl)Cl (DCM), C(C)OC(=O)C=1N=C(SC1)C (ethyl-2-methylthiazole 4-carboxylate), BrN1C(CCC1=O)=O (N-bromosuccinimide), C(C1=CC=CC=C1)(=O)OOC(C1=CC=CC=C1)=O (benzoyl peroxide). Solvent: ClCCCl (1,2-DCE). Conditions: temperature 70 celsius. The product is BrCC=1SC=C(N1)C(=O)OCC (Ethyl 2-bromomethylthiazole 4-carboxylate). The yield is 8.0%. RXN SMILES: [CH2:1]([O:3][C:4]([C:6]1[N:7]=[C:8]([CH3:11])[S:9][CH:10]=1)=[O:5])[CH3:2].[Br:12]N1C(=O)CCC1=O.C(OOC(=O)C1C=CC=CC=1)(=O)C1C=CC=CC=1.C(Cl)Cl>ClCCCl>[Br:12][CH2:11][C:8]1[S:9][CH:10]=[C:6]([C:4]([O:3][CH2:1][CH3:2])=[O:5])[N:7]=1. Procedure details: A mixture of ethyl-2-methylthiazole 4-carboxylate (500 mg, 2.9 mmol), N-bromosuccinimide (877 mg, 4.9 mmol), and benzoyl peroxide (5-10 mg ) in 1,2-DCE (3 mL) was heated at 70° C. for 85 h. After cooling to room temperature, DCM (10 ml) was added and washed with water (3 times). The organic layer was dried over Na2SO4 and evaporated in vacuo. The residue was purified by preparative chromatography to yield the above-titled compound (58 mg). 1H NMR (CDCl3): 8.23 (1H, s), 4.77 (2H, s), 4.43 (2H, q)... Starting materials: [Cl-].[Al+3].[Cl-].[Cl-] (aluminum chloride), FC1=CC=CC=C1 (fluorobenzene), ClCC(C(=O)Cl)C (β-chloroisobutyrylchloride). Conditions: time 30 minute. The product is ClCC(C(=O)C1=CC=C(C=C1)F)C (3-chloro-4'-fluoro-2-methylpropiophenone). RXN SMILES: [Cl-].[Al+3].[Cl-].[Cl-].[F:5][C:6]1[CH:11]=[CH:10][CH:9]=[CH:8][CH:7]=1.[Cl:12][CH2:13][CH:14]([CH3:18])[C:15](Cl)=[O:16]>>[Cl:12][CH2:13][CH:14]([CH3:18])[C:15]([C:9]1[CH:10]=[CH:11][C:6]([F:5])=[CH:7][CH:8]=1)=[O:16] |f:0.1.2.3|. Procedure details: To a slurry of 22.7 g. (0.17 mole) of anhydrous aluminum chloride and 9.6 g. (0.10 mole) of fluorobenzene is added 14.1 g. (0.10 mole) of β-chloroisobutyrylchloride over 30 minutes at 20°-25°C. The mixture is aged for 30 minutes at 20°-25°C and then quenched in ice. The product is extracted into hexane. The hexane layer is dried over anhydrous sodium sulfate and concentrated in vacuo to give 3-chloro-4'-fluoro-2-methylpropiophenone. The reactants are C(C)(C)(C)OC(CNC1CCCC1)=O (N-Cyclopentylglycine t-butyl ester), C(C)(=O)SC1=C(C(=O)O)C=CC=C1C (2-acetylthio-3-methylbenzoic acid), N,N-dicyclohexylcarbodiimide. Run in C(Cl)Cl (CH2Cl2), C(Cl)Cl (CH2Cl2). Conditions: temperature 0 celsius. The product is C(C)(C)(C)OC(CN(C1CCCC1)C(C1=C(C(=CC=C1)C)SC(C)=O)=O)=O (N-(2-Acetylthio-3-methylbenzoyl)-N-cyclopentylglycine t-butyl ester). RXN SMILES: [C:1]([O:5][C:6](=[O:14])[CH2:7][NH:8][CH:9]1[CH2:13][CH2:12][CH2:11][CH2:10]1)([CH3:4])([CH3:3])[CH3:2].[C:15]([S:18][C:19]1[C:27]([CH3:28])=[CH:26][CH:25]=[CH:24][C:20]=1[C:21](O)=[O:22])(=[O:17])[CH3:16]>C(Cl)Cl>[C:1]([O:5][C:6](=[O:14])[CH2:7][N:8]([C:21](=[O:22])[C:20]1[CH:24]=[CH:25][CH:26]=[C:27]([CH3:28])[C:19]=1[S:18][C:15](=[O:17])[CH3:16])[CH:9]1[CH2:10][CH2:11][CH2:12][CH2:13]1)([CH3:4])([CH3:2])[CH3:3]. Reported procedure: N-Cyclopentylglycine t-butyl ester (8.3 g, 0.042 mole) and 2-acetylthio-3-methylbenzoic acid (8.9 g, 0.042 mole) were combined in 90 ml CH2Cl2. This solution was cooled to 0° C. before adding to it a solution of N,N-dicyclohexylcarbodiimide (8.6 g, 0.042 mole) in 30 ml CH2Cl2 dropwise over 15 minutes. The reaction was allowed to warm slowly to room temperature overnight. Reaction conditions: time 30 minute. Product: C(C1=CC=CC=C1)OC(=O)N1CC(C12CNCCC2)(F)F (3,3-difluoro-1,6-diaza-spiro[3.5] nonane-1-carboxylic acid benzyl ester). Starting materials: C(C)(C)(C)OC(=O)N1CC2(C(CN2C(=O)OCC2=CC=CC=C2)(F)F)CCC1 (3,3-difluoro-1,6-diaza-spiro[3.5]nonane-1,6-dicarboxylic acid 1-benzyl ester 6-tert-butyl ester), Cl.O1CCOCC1 (hydrochloric acid 1,4-dioxane). Procedure details: To an optically-active compound of 3,3-difluoro-1,6-diaza-spiro[3.5]nonane-1,6-dicarboxylic acid 1-benzyl ester 6-tert-butyl ester (12.6 g) was added 4M hydrochloric acid-1,4-dioxane (126 ml), and the mixture was stirred at room temperature for 30 minutes. The mixture was concentrated under reduced pressure, and thereto was added toluene. The mixture was concentrated under reduced pressure again to give the titled compound (11.2 g). As a reaction SMILES: C(OC([N:8]1[CH2:28][CH2:27][CH2:26][C:10]2([N:13]([C:14]([O:16][CH2:17][C:18]3[CH:23]=[CH:22][CH:21]=[CH:20][CH:19]=3)=[O:15])[CH2:12][C:11]2([F:25])[F:24])[CH2:9]1)=O)(C)(C)C.Cl.O1CCOCC1>>[CH2:17]([O:16][C:14]([N:13]1[C:10]2([CH2:26][CH2:27][CH2:28][NH:8][CH2:9]2)[C:11]([F:25])([F:24])[CH2:12]1)=[O:15])[C:18]1[CH:23]=[CH:22][CH:21]=[CH:20][CH:19]=1 |f:1.2|. The yield is 118.9%. Reactants: FC(C(=O)O)(F)F (Trifluoroacetic acid), C(C)(C)(C)OC([C@H]1N(CCC1)C([C@@H](NC(=O)OCC1=CC=CC=C1)C(C)C)=O)=O (N-benzyloxycarbonyl-L-valyl-L-proline tert-butyl ester), C1(=CC=CC=C1)C (toluene). The solvent is C(Cl)Cl (methylene chloride). Conditions: temperature 0 celsius, time 1 hour. Yields the product C(C1=CC=CC=C1)OC(=O)N[C@@H](C(C)C)C(=O)N1[C@H](C(=O)O)CCC1 (N-benzyloxycarbonyl-L-valyl-L-proline). Yield: 92.3%. RXN SMILES: FC(F)(F)C(O)=O.C([O:12][C:13](=[O:36])[C@@H:14]1[CH2:18][CH2:17][CH2:16][N:15]1[C:19](=[O:35])[C@H:20]([CH:32]([CH3:34])[CH3:33])[NH:21][C:22]([O:24][CH2:25][C:26]1[CH:31]=[CH:30][CH:29]=[CH:28][CH:27]=1)=[O:23])(C)(C)C.C1(C)C=CC=CC=1>C(Cl)Cl>[CH2:25]([O:24][C:22]([NH:21][C@H:20]([C:19]([N:15]1[CH2:16][CH2:17][CH2:18][C@H:14]1[C:13]([OH:36])=[O:12])=[O:35])[CH:32]([CH3:34])[CH3:33])=[O:23])[C:26]1[CH:31]=[CH:30][CH:29]=[CH:28][CH:27]=1. Reported procedure: Trifluoroacetic acid (200 ml) was added to a mixture of N-benzyloxycarbonyl-L-valyl-L-proline tert-butyl ester (80.0 g) in methylene chloride ((300 ml) at 0° C. over approximately 30 minutes. After stirring at 0° C. for one hour, the reaction mixture was allowed to rise to ambient temperature and stirred an additional 3 hours. The reaction mixture was then comcentrated under vacuum and reconcentrated four times from toluene to remove residual trifluoroacetic acid. The resulting viscous oil was d...